From a dataset of the Open Reaction Database (ORD), a public repository of structured organic reaction records. describe an organic reaction: reactants, conditions, products, and yield The reactants are BrC=1C=CC2=C(C=C(O2)C(=O)O)C1 (5-bromo-2-benzofurancarboxylic acid), S(O)(O)(=O)=O (sulfuric acid), C(C)O (ethanol). Conditions: time 2 hour. The product is BrC=1C=CC2=C(C=C(O2)C(=O)OCC)C1 (Ethyl 5-bromo-2-benzofurancarboxylate). Isolated yield 93.0%. As a reaction SMILES: [Br:1][C:2]1[CH:3]=[CH:4][C:5]2[O:9][C:8]([C:10]([OH:12])=[O:11])=[CH:7][C:6]=2[CH:13]=1.S(=O)(=O)(O)O.[CH2:19](O)[CH3:20]>>[Br:1][C:2]1[CH:3]=[CH:4][C:5]2[O:9][C:8]([C:10]([O:12][CH2:19][CH3:20])=[O:11])=[CH:7][C:6]=2[CH:13]=1. Procedure details: A solution of 5-bromo-2-benzofurancarboxylic acid (5.01 g, 20.8 mmol) in absolute ethanol (150 ml) was added with concentrated sulfuric acid (15 ml) and the mixture was refluxed under stirring for 2 h. After this time, the volatiles were evaporated off under reduced pressure and the resulting residue was neutralized with a sodium bicarbonate saturated solution and extracted with ethyl ether (4×100 ml). The mixture was dried and the solvent was evaporated off under reduced pressure, to obtain 5.1... The reactants are BrC1=CC(=CN(C1=O)C1CCCC1)C(=O)OC (methyl 5-bromo-1-cyclopentyl-6-oxo-1,6-dihydropyridine-3-carboxylate). Reagents/catalysts: [Pd] (Pd/C). Solvent: CO (methanol). Yields the product C1(CCCC1)N1C=C(C=CC1=O)C(=O)OC (Methyl 1-cyclopentyl-6-oxo-1,6-dihydropyridine-3-carboxylate). RXN SMILES: Br[C:2]1[C:7](=[O:8])[N:6]([CH:9]2[CH2:13][CH2:12][CH2:11][CH2:10]2)[CH:5]=[C:4]([C:14]([O:16][CH3:17])=[O:15])[CH:3]=1>CO.[Pd]>[CH:9]1([N:6]2[C:7](=[O:8])[CH:2]=[CH:3][C:4]([C:14]([O:16][CH3:17])=[O:15])=[CH:5]2)[CH2:10][CH2:11][CH2:12][CH2:13]1. Reported procedure: Through a solution of methyl 5-bromo-1-cyclopentyl-6-oxo-1,6-dihydropyridine-3-carboxylate (300 mg, 1 mmol) and Pd/C (300 mg) in methanol (30 mL) was bubbled H2 through a balloon for 48 h. The mixture was filtered through Celite® and concentrated to afford the title compound. MS m/z: 222 (M+1). The reactants are Cl.Cl.Cl.Cl.CN1CCC(CC1)C[C@@H](N)C(=O)N1CCN(CC1)C1CCN(CC1)C (1-[β-(1-methylpiperidin-4-yl)-D-alanyl]-4-(1-methylpiperidin-4-yl)piperazine tetrahydrochloride), ClC=1C=CC2=C(SC(=C2)C(=O)O)C1 (6-chlorobenzo[b]thiophene-2-carboxylic acid). The product is ClC=1C=CC2=C(SC(=C2)C(=O)N[C@H](CC2CCN(CC2)C)C(=O)N2CCN(CC2)C2CCN(CC2)C)C1 (1-[N-(6-Chlorobenzo[b]thiophene-2-carbonyl)-β-(1-methylpiperidin-4-yl)-D-alanyl]-4-(1-methylpiperidin-4-yl)piperazine). As a reaction SMILES: Cl.Cl.Cl.Cl.[CH3:5][N:6]1[CH2:11][CH2:10][CH:9]([CH2:12][C@H:13]([C:15]([N:17]2[CH2:22][CH2:21][N:20]([CH:23]3[CH2:28][CH2:27][N:26]([CH3:29])[CH2:25][CH2:24]3)[CH2:19][CH2:18]2)=[O:16])[NH2:14])[CH2:8][CH2:7]1.[Cl:30][C:31]1[CH:32]=[CH:33][C:34]2[CH:38]=[C:37]([C:39](O)=[O:40])[S:36][C:35]=2[CH:42]=1>>[Cl:30][C:31]1[CH:32]=[CH:33][C:34]2[CH:38]=[C:37]([C:39]([NH:14][C@@H:13]([C:15]([N:17]3[CH2:18][CH2:19][N:20]([CH:23]4[CH2:24][CH2:25][N:26]([CH3:29])[CH2:27][CH2:28]4)[CH2:21][CH2:22]3)=[O:16])[CH2:12][CH:9]3[CH2:10][CH2:11][N:6]([CH3:5])[CH2:7][CH2:8]3)=[O:40])[S:36][C:35]=2[CH:42]=1 |f:0.1.2.3.4|. Procedure details: Using methods substantially equivalent to those described in Method D-1, the titled compound was prepared from 1-[β-(1-methylpiperidin-4-yl)-D-alanyl]-4-(1-methylpiperidin-4-yl)piperazine tetrahydrochloride and 6-chlorobenzo[b]thiophene-2-carboxylic acid (52%). The reactants are S1C=C(C=C1)CC(=O)OCC (ethyl 2-(thiophen-3-yl)acetate), [Li+].C[Si](C)(C)[N-][Si](C)(C)C (LiHMDS), C(C1=CN=CC=C1)(=O)Cl (nicotinoyl chloride). Solvent: C1CCOC1 (THF), C1CCOC1 (THF). Run at time 0.5 hour. Yields the product O=C(C(C(=O)OCC)C1=CSC=C1)C=1C=NC=CC1 (ethyl 3-oxo-3-(pyridin-3-yl)-2-(thiophen-3-yl)propanoate). The yield is 38.0%. RXN SMILES: [S:1]1[CH:5]=[CH:4][C:3]([CH2:6][C:7]([O:9][CH2:10][CH3:11])=[O:8])=[CH:2]1.[Li+].C[Si]([N-][Si](C)(C)C)(C)C.[C:22](Cl)(=[O:29])[C:23]1[CH:28]=[CH:27][CH:26]=[N:25][CH:24]=1>C1COCC1>[O:29]=[C:22]([C:23]1[CH:24]=[N:25][CH:26]=[CH:27][CH:28]=1)[CH:6]([C:3]1[CH:4]=[CH:5][S:1][CH:2]=1)[C:7]([O:9][CH2:10][CH3:11])=[O:8] |f:1.2|. Procedure: To a solution of ethyl 2-(thiophen-3-yl)acetate (2.3 g, 16.2 mmol) in anhydrous THF (20 mL) was added LiHMDS (19.4 mL, 19.44 mmol) at −78° C. After stirring at that temperature for 0.5 h, a solution of nicotinoyl chloride (2.8 g, 16.2 mmol) in anhydrous THF (10 mL) was added into the reaction mixture and stirred at −78° C. for 4 hours. The mixture was quenched with NH4Cl solution, extracted with EtOAc. The organic layer was concentrated in vacuo and purified by silica gel column chromatography (... Starting materials: CSC=1N=CC2=C(N1)CCN(C2)C2=CC=CC(=N2)C(=O)O (6-[2-(methylthio)-5,6,7,8-tetrahydropyrido[4,3-d]pyrimidin-6-yl]pyridine-2-carboxylic acid), C(C)(C)C=1C=C(N)C=CC1 (3-isopropylaniline). Yields the product C(C)(C)C=1C=C(C=CC1)NC(C1=NC(=CC=C1)N1CC2=C(N=C(N=C2)SC)CC1)=O (N-(3-isopropylphenyl)-6-(2-(methylthio)-7,8-dihydropyrido[4,3-d]pyrimidin-6(5H)-yl)picolinamide). Reaction SMILES: [CH3:1][S:2][C:3]1[N:4]=[CH:5][C:6]2[CH2:12][N:11]([C:13]3[N:18]=[C:17]([C:19]([OH:21])=O)[CH:16]=[CH:15][CH:14]=3)[CH2:10][CH2:9][C:7]=2[N:8]=1.[CH:22]([C:25]1[CH:26]=[C:27]([CH:29]=[CH:30][CH:31]=1)[NH2:28])([CH3:24])[CH3:23]>>[CH:22]([C:25]1[CH:26]=[C:27]([NH:28][C:19](=[O:21])[C:17]2[CH:16]=[CH:15][CH:14]=[C:13]([N:11]3[CH2:10][CH2:9][C:7]4[N:8]=[C:3]([S:2][CH3:1])[N:4]=[CH:5][C:6]=4[CH2:12]3)[N:18]=2)[CH:29]=[CH:30][CH:31]=1)([CH3:24])[CH3:23]. Procedure details: In a manner similar to that described in Example 108, a mixture of 6-[2-(methylthio)-5,6,7,8-tetrahydropyrido[4,3-d]pyrimidin-6-yl]pyridine-2-carboxylic acid and 3-isopropylaniline were converted to the title compound (560 mg). Starting materials: BrC=1C=C(C(=O)NC(C)C2=CN=C(N=N2)NC2=C(C=CC(=C2)S(=O)(=O)CC)OC)C=CC1 (3-bromo-N-[1-(3-{[5-(ethylsulfonyl)-2-methoxyphenyl]amino}-1,2,4-triazin-6-yl)ethyl]benzamide), ClC=1C=C(N)C=CC1N1CCOCC1 (3-chloro-4-morpholin-4-ylaniline), O.C1(=CC=C(C=C1)S(=O)(=O)O)C (4-toluenesulfonic acid monohydrate), BrC=1C=C(C(=O)NC(C)C2=CN=C(N=N2)S(=O)(=O)C)C=CC1 (3-bromo-N-{1-[3-(methylsulfonyl)-1,2,4-triazin-6-yl]ethyl}benzamide), BrC=1C=C(C(=O)NC(C)C2=CN=C(N=N2)S(=O)(=O)C)C=CC1 (3-bromo-N-{1-[3-(methylsulfonyl)-1,2,4-triazin-6-yl]ethyl}benzamide). Run in O1CCCC1 (tetrahydrofuran). Product: BrC=1C=C(C(=O)NC(C)C2=CN=C(N=N2)NC2=CC(=C(C=C2)N2CCOCC2)Cl)C=CC1 (3-bromo-N-(1-{3-[(3-chloro-4-morpholin-4-ylphenyl)amino]-1,2,4-triazin-6-yl}ethyl)benzamide). Isolated yield 16.7%. Reaction SMILES: BrC1C=C(C=CC=1)C(NC(C1N=NC(NC2C=C(S(CC)(=O)=O)C=CC=2OC)=NC=1)C)=O.[Br:33][C:34]1[CH:35]=[C:36]([CH:52]=[CH:53][CH:54]=1)[C:37]([NH:39][CH:40]([C:42]1[N:47]=[N:46][C:45](S(C)(=O)=O)=[N:44][CH:43]=1)[CH3:41])=[O:38].[Cl:55][C:56]1[CH:57]=[C:58]([CH:60]=[CH:61][C:62]=1[N:63]1[CH2:68][CH2:67][O:66][CH2:65][CH2:64]1)[NH2:59].O.C1(C)C=CC(S(O)(=O)=O)=CC=1>O1CCCC1>[Br:33][C:34]1[CH:35]=[C:36]([CH:52]=[CH:53][CH:54]=1)[C:37]([NH:39][CH:40]([C:42]1[N:47]=[N:46][C:45]([NH:59][C:58]2[CH:60]=[CH:61][C:62]([N:63]3[CH2:64][CH2:65][O:66][CH2:67][CH2:68]3)=[C:56]([Cl:55])[CH:57]=2)=[N:44][CH:43]=1)[CH3:41])=[O:38] |f:3.4|. Reported procedure: In a similar manner as described for Intermediate 23, 3-bromo-N{1-[3-(methylsulfonyl)-1,2,4-triazin-6-yl]ethyl}benzamide (Intermediate 6) (200 mg, 0.52 mmol), 3-chloro-4-morpholin-4-ylaniline (200 mg, 0.94 mmol) and 4-toluenesulfonic acid monohydrate (20 mg) in tetrahydrofuran (10 mL) gave 3-bromo-N-(1-{3-[(3-chloro-4-morpholin-4-ylphenyl)amino]-1,2,4-triazin-6-yl}ethyl)benzamide (0.045 g) as a white solid. MS m/z 517, 519 (M+1, M+3). Starting materials: CC(C)(C)OC(=O)CCC(C[PH](=O)OC(C)(C)C)C(=O)OC(C)(C)C, C=C(C)C(=O)OCc1ccccc1, C1CCOC1, [H-], [Na+], O. Product: CC(CP(=O)(CC(CCC(=O)OC(C)(C)C)C(=O)OC(C)(C)C)OC(C)(C)C)C(=O)OCc1ccccc1. As a reaction SMILES: [C:1]([CH3:2])([CH3:3])([CH3:4])[O:5][PH:6](=[O:7])[CH2:8][CH:9]([C:10](=[O:11])[O:12][C:13]([CH3:14])([CH3:15])[CH3:16])[CH2:17][CH2:18][C:19](=[O:20])[O:21][C:22]([CH3:23])([CH3:24])[CH3:25].[C:26]([C:27](=[CH2:28])[CH3:29])(=[O:30])[O:31][CH2:32][c:33]1[cH:34][cH:35][cH:36][cH:37][cH:38]1.[CH2:42]1[O:43][CH2:44][CH2:45][CH2:46]1.[H-:39].[Na+:40].[OH2:41]>>[C:1]([CH3:2])([CH3:3])([CH3:4])[O:5][P:6](=[O:7])([CH2:8][CH:9]([C:10](=[O:11])[O:12][C:13]([CH3:14])([CH3:15])[CH3:16])[CH2:17][CH2:18][C:19](=[O:20])[O:21][C:22]([CH3:23])([CH3:24])[CH3:25])[CH2:28][CH:27]([C:26](=[O:30])[O:31][CH2:32][c:33]1[cH:34][cH:35][cH:36][cH:37][cH:38]1)[CH3:29]. The reactants are CCCCO, CCCC(N)CCO, Cc1nc(N)nc(Cl)c1Cc1ccc(CC#N)cc1F. Product: CCCC(CCO)Nc1nc(N)nc(C)c1Cc1ccc(CC#N)cc1F. As a reaction SMILES: [CH3:29][CH2:30][CH2:31][CH2:32][OH:33].[NH2:1][CH:2]([CH2:3][CH2:4][OH:5])[CH2:6][CH2:7][CH3:8].[NH2:9][c:10]1[n:11][c:12]([CH3:28])[c:13]([CH2:17][c:18]2[c:19]([F:27])[cH:20][c:21]([CH2:24][C:25]#[N:26])[cH:22][cH:23]2)[c:14]([Cl:16])[n:15]1>>[NH:1]([CH:2]([CH2:3][CH2:4][OH:5])[CH2:6][CH2:7][CH3:8])[c:14]1[c:13]([CH2:17][c:18]2[c:19]([F:27])[cH:20][c:21]([CH2:24][C:25]#[N:26])[cH:22][cH:23]2)[c:12]([CH3:28])[n:11][c:10]([NH2:9])[n:15]1.